Dataset: the Open Reaction Database (ORD), a public repository of structured organic reaction records. Task: describe an organic reaction: reactants, conditions, products, and yield Starting materials: CO, Cl, COC(=O)C(CCSC)NC(=O)c1cc(OC(Cn2ccnc2)c2ccc(F)cc2)ccc1CCc1ccc(F)cc1, [Na+], [OH-], O. Product: CSCCC(NC(=O)c1cc(OC(Cn2ccnc2)c2ccc(F)cc2)ccc1CCc1ccc(F)cc1)C(=O)O. Reaction SMILES: [CH3:46][OH:47].[ClH:45].[F:1][c:2]1[cH:3][cH:4][c:5]([CH:8]([CH2:9][n:10]2[cH:11][n:12][cH:13][cH:14]2)[O:15][c:16]2[cH:17][cH:18][c:19]([CH2:34][CH2:35][c:36]3[cH:37][cH:38][c:39]([F:42])[cH:40][cH:41]3)[c:20]([C:21](=[O:22])[NH:23][CH:24]([C:25](=[O:26])[O:27][CH3:28])[CH2:29][CH2:30][S:31][CH3:32])[cH:33]2)[cH:6][cH:7]1.[Na+:44].[OH-:43].[OH2:48]>>[F:1][c:2]1[cH:3][cH:4][c:5]([CH:8]([CH2:9][n:10]2[cH:11][n:12][cH:13][cH:14]2)[O:15][c:16]2[cH:17][cH:18][c:19]([CH2:34][CH2:35][c:36]3[cH:37][cH:38][c:39]([F:42])[cH:40][cH:41]3)[c:20]([C:21](=[O:22])[NH:23][CH:24]([C:25](=[O:26])[OH:27])[CH2:29][CH2:30][S:31][CH3:32])[cH:33]2)[cH:6][cH:7]1. Starting materials: C(C=C)OCCC[C@@H](C(=O)N1[C@@H](C[C@H](C1)O)C(=O)N[C@]1([C@@H](C1)C=C)C(=O)OCC)NC(=O)OC(C)(C)C ((1R,2S)-ethyl 1-((2S,4R)-1-((S)-5-(allyloxy)-2-(tert-butoxycarbonylamino)pentanoyl)-4-hydroxypyrrolidine-2-carboxamido)-2-vinylcyclopropanecarboxylate). The reagents and catalysts are ClC=1C=CC(=C(C=[Ru](C2N(CCN2C2=C(C=C(C=C2C)C)C)C2=C(C=C(C=C2C)C)C)(Cl)Cl)C1)OC(C)C ((5-chloro-2-isopropoxybenzylidene)(1,3-dimesitylimidazolidin-2-yl)ruthenium(V)chloride). Solvent: C1(=CC=CC=C1)C (toluene). Run at temperature 68 celsius, time 4 hour. The product is C(C)(C)(C)OC(=O)N[C@@H]1C(N2[C@H](C(N[C@]3([C@H](\C=C/COCCC1)C3)C(=O)OCC)=O)C[C@H](C2)O)=O ((2R,6S,13aS,14aR,16aS,Z)-ethyl 6-(tert-butoxycarbonylamino)-2-hydroxy-5,16-dioxo-2,3,5,6,7,8,9,11,13a,14,14a,15,16,16a-tetradecahydro-1H-cyclopropa(e)pyrrolo[2,1-i][1,7,10]oxadiazacyclopentadecine-14a-carboxylate), solid. Isolated yield 25.0%. Reaction SMILES: [CH2:1]([O:4][CH2:5][CH2:6][CH2:7][C@H:8]([NH:30][C:31]([O:33][C:34]([CH3:37])([CH3:36])[CH3:35])=[O:32])[C:9]([N:11]1[CH2:15][C@H:14]([OH:16])[CH2:13][C@H:12]1[C:17]([NH:19][C@:20]1([C:25]([O:27][CH2:28][CH3:29])=[O:26])[CH2:22][C@H:21]1C=C)=[O:18])=[O:10])[CH:2]=[CH2:3]>C1(C)C=CC=CC=1.ClC1C=CC(OC(C)C)=C(C=1)C=[Ru](Cl)(Cl)C1N(C2C(C)=CC(C)=CC=2C)CCN1C1C(C)=CC(C)=CC=1C>[C:34]([O:33][C:31]([NH:30][C@H:8]1[CH2:7][CH2:6][CH2:5][O:4][CH2:1][CH:2]=[CH:3][C@@H:21]2[CH2:22][C@@:20]2([C:25]([O:27][CH2:28][CH3:29])=[O:26])[NH:19][C:17](=[O:18])[C@@H:12]2[CH2:13][C@@H:14]([OH:16])[CH2:15][N:11]2[C:9]1=[O:10])=[O:32])([CH3:36])([CH3:37])[CH3:35]. Reported procedure: (1R,2S)-ethyl 1-((2S,4R)-1-((S)-5-(allyloxy)-2-(tert-butoxycarbonylamino)pentanoyl)-4-hydroxypyrrolidine-2-carboxamido)-2-vinylcyclopropanecarboxylate (3.55 g, 6.78 mmol) in toluene (750 mL) was degassed by bubbling a stream of nitrogen through the reaction for 1 hr at rt. (5-chloro-2-isopropoxybenzylidene)(1,3-dimesitylimidazolidin-2-yl)ruthenium(V)chloride (0.090 g, 0.14 mmol) was added to the mixture and the mixture was heated to 68° C. (oil bath) and stirred at this temperature for 4 hrs. Af... RXN SMILES: [Br:13][CH2:14][c:15]1[cH:16][cH:17][cH:18][cH:19][cH:20]1.[Br:1][c:2]1[cH:3][c:4]2[c:5]([CH3:12])[c:6]([CH3:11])[nH:7][c:8]2[cH:9][cH:10]1.[O:21]=[CH:22][N:23]([CH3:24])[CH3:25]>>[Br:1][c:2]1[cH:3][c:4]2[c:5]([CH3:12])[c:6]([CH3:11])[n:7]([CH2:14][c:15]3[cH:16][cH:17][cH:18][cH:19][cH:20]3)[c:8]2[cH:9][cH:10]1. Yields the product Cc1c(C)n(Cc2ccccc2)c2ccc(Br)cc12. Reactants: BrCc1ccccc1, Cc1[nH]c2ccc(Br)cc2c1C, CN(C)C=O. Starting materials: CC#N, O=C(CCl)Nc1ncccn1, O=C(OC1CN2CCC1CC2)C1(c2ccccc2)CCCCCC1. Yields the product [Cl-], O=C(C[N+]12CCC(CC1)C(OC(=O)C1(c3ccccc3)CCCCCC1)C2)Nc1ncccn1. RXN SMILES: [CH3:36][C:37]#[N:38].[Cl:25][CH2:26][C:27](=[O:28])[NH:29][c:30]1[n:31][cH:32][cH:33][cH:34][n:35]1.[N:1]12[CH2:2][CH:3]([O:9][C:10](=[O:11])[C:12]3([c:19]4[cH:20][cH:21][cH:22][cH:23][cH:24]4)[CH2:13][CH2:14][CH2:15][CH2:16][CH2:17][CH2:18]3)[CH:4]([CH2:5][CH2:6]1)[CH2:7][CH2:8]2>>[Cl-:25].[N+:1]12([CH2:26][C:27](=[O:28])[NH:29][c:30]3[n:31][cH:32][cH:33][cH:34][n:35]3)[CH2:2][CH:3]([O:9][C:10](=[O:11])[C:12]3([c:19]4[cH:20][cH:21][cH:22][cH:23][cH:24]4)[CH2:13][CH2:14][CH2:15][CH2:16][CH2:17][CH2:18]3)[CH:4]([CH2:5][CH2:6]1)[CH2:7][CH2:8]2. Starting materials: [BH4-], CCO, CCOC(C)=O, CCO, Cl, Nc1nc(Cl)cc(NCC2(CO)CC(=O)C2)n1, [Na+]. The product is Nc1nc(Cl)cc(NCC2(CO)CC(O)C2)n1. As a reaction SMILES: [BH4-:18].[CH2:20]([OH:21])[CH3:22].[CH3:24][CH2:25][O:26][C:27](=[O:28])[CH3:29].[CH3:30][CH2:31][OH:32].[ClH:23].[NH2:1][c:2]1[n:3][c:4]([Cl:17])[cH:5][c:6]([NH:8][CH2:9][C:10]2([CH2:15][OH:16])[CH2:11][C:12](=[O:14])[CH2:13]2)[n:7]1.[Na+:19]>>[NH2:1][c:2]1[n:3][c:4]([Cl:17])[cH:5][c:6]([NH:8][CH2:9][C:10]2([CH2:15][OH:16])[CH2:11][CH:12]([OH:14])[CH2:13]2)[n:7]1. The reactants are CCCCC(Br)C(=O)OCC, CC(C)(C)c1ccc(O)c(C(C)(C)C)c1, C[O-], CCO, CO, [Na+]. Product: CCCCC(Oc1ccc(C(C)(C)C)cc1C(C)(C)C)C(=O)OCC. Reaction SMILES: [Br:19][CH:20]([C:21](=[O:22])[O:23][CH2:24][CH3:25])[CH2:26][CH2:27][CH2:28][CH3:29].[C:1]([CH3:2])([CH3:3])([CH3:4])[c:5]1[c:6]([OH:15])[cH:7][cH:8][c:9]([C:11]([CH3:12])([CH3:13])[CH3:14])[cH:10]1.[CH3:16][O-:17].[CH3:30][CH2:31][OH:32].[CH3:33][OH:34].[Na+:18]>>[C:1]([CH3:2])([CH3:3])([CH3:4])[c:5]1[c:6]([O:15][CH:20]([C:21](=[O:22])[O:23][CH2:24][CH3:25])[CH2:26][CH2:27][CH2:28][CH3:29])[cH:7][cH:8][c:9]([C:11]([CH3:12])([CH3:13])[CH3:14])[cH:10]1. Reactants: CC(Cl)OC(=O)Cl, Cc1cc(N2CC(C)N(Cc3ccccc3)CC2C)ccc1C#N, CC(Cl)Cl. Yields the product Cc1cc(N2CC(C)NCC2C)ccc1C#N. As a reaction SMILES: [C:25]([Cl:26])(=[O:27])[O:28][CH:29]([Cl:30])[CH3:31].[CH2:1]([c:2]1[cH:3][cH:4][cH:5][cH:6][cH:7]1)[N:8]1[CH2:9][CH:10]([CH3:24])[N:11]([c:15]2[cH:16][c:17]([CH3:23])[c:18]([C:19]#[N:20])[cH:21][cH:22]2)[CH2:12][CH:13]1[CH3:14].[Cl:32][CH:33]([Cl:34])[CH3:35]>>[NH:8]1[CH2:9][CH:10]([CH3:24])[N:11]([c:15]2[cH:16][c:17]([CH3:23])[c:18]([C:19]#[N:20])[cH:21][cH:22]2)[CH2:12][CH:13]1[CH3:14].